This data is from the Open Reaction Database (ORD), a public repository of structured organic reaction records. The task is: describe an organic reaction: reactants, conditions, products, and yield Reactants: C(=O)C=1C=C(O[C@@H](C(=O)OCCCC)CC)C=CC1 (n-butyl (R)-2-(3-formylphenoxy)butyrate), COC1=CC=C(OCCCN)C=C1 (3-(4-Methoxyphenoxy)propylamine), [BH4-].[Na+] (sodium borohydride). The solvent is CO (methanol), CO (methanol). Product: COC1=CC=C(OCCCNCC=2C=C(O[C@@H](C(=O)OCCCC)CC)C=CC2)C=C1 (n-butyl (R)-2-[3-[N-[3-(4-methoxyphenoxy)propyl]aminomethyl]phenoxy]butyrate). Reaction SMILES: [CH3:1][O:2][C:3]1[CH:13]=[CH:12][C:6]([O:7][CH2:8][CH2:9][CH2:10][NH2:11])=[CH:5][CH:4]=1.[CH:14]([C:16]1[CH:17]=[C:18]([CH:30]=[CH:31][CH:32]=1)[O:19][C@H:20]([CH2:28][CH3:29])[C:21]([O:23][CH2:24][CH2:25][CH2:26][CH3:27])=[O:22])=O.[BH4-].[Na+]>CO>[CH3:1][O:2][C:3]1[CH:13]=[CH:12][C:6]([O:7][CH2:8][CH2:9][CH2:10][NH:11][CH2:14][C:16]2[CH:17]=[C:18]([CH:30]=[CH:31][CH:32]=2)[O:19][C@H:20]([CH2:28][CH3:29])[C:21]([O:23][CH2:24][CH2:25][CH2:26][CH3:27])=[O:22])=[CH:5][CH:4]=1 |f:2.3|. Procedure: 3-(4-Methoxyphenoxy)propylamine (34 mg) was dissolved in methanol (3 mL), and a solution (2 mL) of n-butyl (R)-2-(3-formylphenoxy)butyrate (50 mg) in methanol was added thereto under stirring at room temperature. The mixture was further stirred at 80° C. for 12 hours. Subsequently, an aqueous solution (0.5 mL) of sodium borohydride (7 mg) was added to the solution at room temperature, and the mixture was stirred for 30 minutes. The reaction solution was concentrated under reduced pressure, and c... RXN SMILES: [C:1]([O:2][C:3](=[O:4])[NH:8][CH2:9][C:10](=[O:11])[N:12]1[NH:13][CH2:14][CH2:15][n:16]2[c:17]1[c:18](-[c:28]1[cH:29][cH:30][n:31][cH:32][cH:33]1)[c:19](-[c:21]1[cH:22][cH:23][c:24]([F:27])[cH:25][cH:26]1)[n:20]2)([CH3:5])([CH3:6])[CH3:7].[OH:34][C:35]([C:36]([F:37])([F:38])[F:39])=[O:40]>>[NH2:8][CH2:9][C:10](=[O:11])[N:12]1[NH:13][CH2:14][CH2:15][n:16]2[c:17]1[c:18](-[c:28]1[cH:29][cH:30][n:31][cH:32][cH:33]1)[c:19](-[c:21]1[cH:22][cH:23][c:24]([F:27])[cH:25][cH:26]1)[n:20]2. Product: NCC(=O)N1NCCn2nc(-c3ccc(F)cc3)c(-c3ccncc3)c21. Starting materials: CC(C)(C)OC(=O)NCC(=O)N1NCCn2nc(-c3ccc(F)cc3)c(-c3ccncc3)c21, O=C(O)C(F)(F)F. Reactants: BrC(C(=O)OCC)C (ethyl bromopropionate), [Na] (sodium), ClC=1C(=NC(=C(C1)Cl)F)O (3,5-dichloro-6-fluoro-2-pyridinol), CN(C=O)C (N,N-dimethylformamide), CN(C=O)C (N,N-dimethylformamide). The solvent is O (water), C(C)O (ethanol). Conditions: temperature 118 celsius. The product is C(C)OC(C(C)OC1=NC(=C(C=C1Cl)Cl)F)=O (Ethyl[2-(3,5-Dichloro-6 -fluoro-2-pyridyloxy)]-propionate). As a reaction SMILES: [Na].[Cl:2][C:3]1[C:4]([OH:11])=[N:5][C:6]([F:10])=[C:7]([Cl:9])[CH:8]=1.CN(C)C=O.Br[CH:18]([CH3:24])[C:19]([O:21][CH2:22][CH3:23])=[O:20]>C(O)C.O>[CH2:22]([O:21][C:19](=[O:20])[CH:18]([O:11][C:4]1[C:3]([Cl:2])=[CH:8][C:7]([Cl:9])=[C:6]([F:10])[N:5]=1)[CH3:24])[CH3:23] |^1:0|. Reported procedure: A solution was prepared by dissolving 1.84 grams (0.08 mole) of sodium metal in 140 milliliters of 28 percent ethanol. To this solution was added 14.6 grams (0.08 mole) of 3,5-dichloro-6-fluoro-2-pyridinol. The solution was warmed and 60 milliliters of N,N-dimethylformamide was added thereto. The solution was further heated to remove about 3/4 of the ethanol. To the remaining solution was added 15.5 grams (0.85 mole) of ethyl bromopropionate followed by an additional 40 milliliters of N,N-dimeth... Reactants: COC(=O)C1(CN(CCC1=O)C(=O)OC(C)(C)C)C (3-Methyl-4-oxo-piperidine-1,3-dicarboxylic acid-1-tert-butyl ester 3-methyl ester), ClC1=CC=C(C=C1)[Mg]Br (4-chlorophenyl magnesium bromide). Run in O1CCCC1 (tetrahydrofuran). Conditions: temperature 0 celsius, time 1 hour. The product is COC(=O)C1(CN(CCC1(O)C1=CC=C(C=C1)Cl)C(=O)OC(C)(C)C)C (4-(4-Chloro-phenyl)-4-hydroxy-3-methyl-piperidine-1,3-dicarboxylic acid 1-tert-butyl ester 3-methyl ester). Isolated yield 70.4%. Reaction SMILES: [CH3:1][O:2][C:3]([C:5]1([CH3:19])[C:10](=[O:11])[CH2:9][CH2:8][N:7]([C:12]([O:14][C:15]([CH3:18])([CH3:17])[CH3:16])=[O:13])[CH2:6]1)=[O:4].[Cl:20][C:21]1[CH:26]=[CH:25][C:24]([Mg]Br)=[CH:23][CH:22]=1>O1CCCC1>[CH3:1][O:2][C:3]([C:5]1([CH3:19])[C:10]([C:24]2[CH:25]=[CH:26][C:21]([Cl:20])=[CH:22][CH:23]=2)([OH:11])[CH2:9][CH2:8][N:7]([C:12]([O:14][C:15]([CH3:18])([CH3:17])[CH3:16])=[O:13])[CH2:6]1)=[O:4]. Procedure details: 3-Methyl-4-oxo-piperidine-1,3-dicarboxylic acid-1-tert-butyl ester 3-methyl ester (1.1 g, 4.07 mmol) was dissolved in tetrahydrofuran and cooled to 0° C. To the solution was added 4-chlorophenyl magnesium bromide (12.2 mL, 12.2 mmol) dropwise over ˜½ h and then stirred at 0° C. for 1 h. The reaction was quenched with saturated solution of NH4Cl and extracted with ethyl acetate (3×). The organics were collected, dried over Mg2SO4, filtered and evaporated in vacuo, then purified by Biotage flash c...